This data is from the Open Reaction Database (ORD), a public repository of structured organic reaction records. The task is: describe an organic reaction: reactants, conditions, products, and yield Reactants: CN1CCNCC1 (1-methylpiperazine), COC=1C(C(C1OC)=O)=O (3,4-dimethoxy-3-cyclobutene-1,2-dione). Solvent: C(C)O (ethanol), C(C)O (ethanol). The product is CN1CCN(CC1)C=1C(C(C1N1CCN(CC1)C)=O)=O (3,4-bis(4-methyl-1-piperazinyl)-3-cyclobutene-1,2-dione), crystals. Reaction SMILES: CO[C:3]1[C:4](=O)[C:5](=[O:9])[C:6]=1[O:7]C.[CH3:11][N:12]1[CH2:17][CH2:16][NH:15][CH2:14][CH2:13]1>C(O)C>[CH3:11][N:12]1[CH2:17][CH2:16][N:15]([C:3]2[C:6](=[O:7])[C:5](=[O:9])[C:4]=2[N:15]2[CH2:16][CH2:17][N:12]([CH3:11])[CH2:13][CH2:14]2)[CH2:14][CH2:13]1. Reported procedure: A solution of 1.0 gram of 3,4-dimethoxy-3-cyclobutene-1,2-dione dissolved in 30 ml. of absolute ethanol is mixed with a solution of 1.4 grams of 1-methylpiperazine in 30 ml. of absolute ethanol. The resulting mixture is stirred and heated to reflux for 5 hours under an atmosphere of dry nitrogen. After concentration to approximately one-sixth the volume under reduced pressure, the reaction mixture is cooled and crystallization is induced by scratching. The resultant precipitate is filtered, wash... Reactants: O=C([O-])O, C=CCC1(NCc2ccccc2)CCC2(CC1)OCCO2, CCOC(C)=O, CC(C)=O, Cl, [Na+], O. The product is C=CCC1(NCc2ccccc2)CCC(=O)CC1. As a reaction SMILES: [C:23](=[O:24])([O-:25])[OH:26].[CH2:2]([CH:3]=[CH2:4])[C:5]1([NH:15][CH2:16][c:17]2[cH:18][cH:19][cH:20][cH:21][cH:22]2)[CH2:6][CH2:7][C:8]2([O:9][CH2:12][CH2:11][O:10]2)[CH2:13][CH2:14]1.[CH3:28][CH2:29][O:30][C:31](=[O:32])[CH3:33].[CH3:34][C:35](=[O:36])[CH3:37].[ClH:1].[Na+:27].[OH2:38]>>[CH2:2]([CH:3]=[CH2:4])[C:5]1([NH:15][CH2:16][c:17]2[cH:18][cH:19][cH:20][cH:21][cH:22]2)[CH2:6][CH2:7][C:8](=[O:9])[CH2:13][CH2:14]1. The reactants are C(C(=O)Cl)(=O)Cl (Oxalyl chloride), CC1=C(C=C(C(=O)O)C=C1)N1C(C2=CC(=CC=C2C=C1)OCCN1CCOCC1)=O (4-Methyl-3-[7-(2-morpholin-4-ylethoxy)-1-oxoisoquinolin-2(1H)-yl]benzoic acid), N1=CC=CC=C1 (Pyridine), NC1=NOC=C1 (3-aminoisoxazole). Reagents/catalysts: CN(C)C=O (DMF). Run in C(C)(=O)OCC (ethyl acetate), C(Cl)Cl (methylene chloride). Conditions: time 2 hour. Product: O1N=C(C=C1)NC(C1=CC(=C(C=C1)C)N1C(C2=CC(=CC=C2C=C1)OCCN1CCOCC1)=O)=O (N-Isoxazol-3-yl-4-methyl-3-[7-(2-morpholin-4-ylethoxy)-1-oxoisoquinolin-2(1H)-yl]benzamide). RXN SMILES: [CH3:1][C:2]1[CH:10]=[CH:9][C:5]([C:6]([OH:8])=O)=[CH:4][C:3]=1[N:11]1[CH:20]=[CH:19][C:18]2[C:13](=[CH:14][C:15]([O:21][CH2:22][CH2:23][N:24]3[CH2:29][CH2:28][O:27][CH2:26][CH2:25]3)=[CH:16][CH:17]=2)[C:12]1=[O:30].C(Cl)(=O)C(Cl)=O.N1C=CC=CC=1.[NH2:43][C:44]1[CH:48]=[CH:47][O:46][N:45]=1>C(Cl)Cl.CN(C=O)C.C(OCC)(=O)C>[O:46]1[CH:47]=[CH:48][C:44]([NH:43][C:6](=[O:8])[C:5]2[CH:9]=[CH:10][C:2]([CH3:1])=[C:3]([N:11]3[CH:20]=[CH:19][C:18]4[C:13](=[CH:14][C:15]([O:21][CH2:22][CH2:23][N:24]5[CH2:29][CH2:28][O:27][CH2:26][CH2:25]5)=[CH:16][CH:17]=4)[C:12]3=[O:30])[CH:4]=2)=[N:45]1. Procedure details: 4-Methyl-3-[7-(2-morpholin-4-ylethoxy)-1-oxoisoquinolin-2(1H)-yl]benzoic acid (708 mg) was dissolved in methylene chloride (5 ml) and DMF (3 drops) and cooled to 0° C. under an argon atmosphere. Oxalyl chloride (0.33 ml) was added and the reaction mixture stirred at room temperature for 2 hours. Pyridine (1.45 ml) and 3-aminoisoxazole (0.64 ml) were added and the reaction mixture stirred at room temperature for 2 hours. The reaction mixture was diluted with ethyl acetate, washed with 1N NaOH, dr... The reactants are N#Cc1ccc(Br)cc1F, C#CC(C)(C)O, COCCOC, [Cu]I, [K+], [K+], O=C([O-])[O-], O, Cl[Pd]Cl, c1ccc(P(c2ccccc2)c2ccccc2)cc1. Yields the product CC(C)(O)C#Cc1ccc(C#N)c(F)c1. As a reaction SMILES: [Br:1][c:2]1[cH:3][c:4]([F:10])[c:5]([C:6]#[N:7])[cH:8][cH:9]1.[CH3:36][C:37]([CH3:38])([C:39]#[CH:40])[OH:41].[CH3:42][O:43][CH2:44][CH2:45][O:46][CH3:47].[Cu:48][I:49].[K+:30].[K+:31].[O-:32][C:33]([O-:34])=[O:35].[OH2:53].[Pd:50]([Cl:51])[Cl:52].[c:11]1([P:12]([c:13]2[cH:14][cH:15][cH:16][cH:17][cH:18]2)[c:19]2[cH:20][cH:21][cH:22][cH:23][cH:24]2)[cH:25][cH:26][cH:27][cH:28][cH:29]1>>[c:2]1([C:40]#[C:39][C:37]([CH3:36])([CH3:38])[OH:41])[cH:3][c:4]([F:10])[c:5]([C:6]#[N:7])[cH:8][cH:9]1.